Dataset: the Open Reaction Database (ORD), a public repository of structured organic reaction records. Task: describe an organic reaction: reactants, conditions, products, and yield The reactants are [OH-].[Na+] (sodium hydroxide), Cl (hydrochloric acid), OC1=CC=C(CN2C=C(C(=C2)C2=CC=CC=C2)CCC(=O)OCC)C=C1 (ethyl 3-[1-(4-hydroxybenzyl)-4-phenyl-3-pyrrolyl]propionate), ClCC=1N=C(OC1C)C=1OC=CC1 (4-chloromethyl-2-(2-furyl)-5-methyloxazole), C([O-])([O-])=O.[K+].[K+] (potassium carbonate). Conditions: time 8 hour. Procedure: A mixture of ethyl 3-[1-(4-hydroxybenzyl)-4-phenyl-3-pyrrolyl]propionate (1.01 g), 4-chloromethyl-2-(2-furyl)-5-methyloxazole (0.75 g), potassium carbonate (0.63 g) and N,N-dimethylformamide (15 ml) was stirred at room temperature overnight. The reaction mixture was poured into dilute hydrochloric acid, which was extracted with ethyl acetate. The ethyl acetate layer was washed with saturated aqueous sodium chloride solution, dried (MgSO4), and then concentrated. The residue was subjected to sili... Solvent: C(C)O (ethanol), O1CCCC1 (tetrahydrofuran), CN(C=O)C (N,N-dimethylformamide). Isolated yield 73.1%. The product is O1C(=CC=C1)C=1OC(=C(N1)COC1=CC=C(CN2C=C(C(=C2)C2=CC=CC=C2)CCC(=O)O)C=C1)C (3-[1-[4-[2-(2-furyl)-5-methyl-4-oxazolylmethoxy]benzyl]-4-phenyl-3-pyrrolyl]propionic acid). As a reaction SMILES: [OH:1][C:2]1[CH:26]=[CH:25][C:5]([CH2:6][N:7]2[CH:11]=[C:10]([C:12]3[CH:17]=[CH:16][CH:15]=[CH:14][CH:13]=3)[C:9]([CH2:18][CH2:19][C:20]([O:22]CC)=[O:21])=[CH:8]2)=[CH:4][CH:3]=1.Cl[CH2:28][C:29]1[N:30]=[C:31]([C:35]2[O:36][CH:37]=[CH:38][CH:39]=2)[O:32][C:33]=1[CH3:34].C(=O)([O-])[O-].[K+].[K+].Cl.[OH-].[Na+]>C(O)C.O1CCCC1.CN(C)C=O>[O:36]1[CH:37]=[CH:38][CH:39]=[C:35]1[C:31]1[O:32][C:33]([CH3:34])=[C:29]([CH2:28][O:1][C:2]2[CH:26]=[CH:25][C:5]([CH2:6][N:7]3[CH:11]=[C:10]([C:12]4[CH:17]=[CH:16][CH:15]=[CH:14][CH:13]=4)[C:9]([CH2:18][CH2:19][C:20]([OH:22])=[O:21])=[CH:8]3)=[CH:4][CH:3]=2)[N:30]=1 |f:2.3.4,6.7|. Procedure: 9.1 g. (±)-5,6,6a,7-Tetrahydro-3-hydroxy-2,9,10-trimethoxy-5-methyl-4H-dibenz(de,g)isoquinoline (see Example 2) are reacted with phenyltrimethylammonium hydroxide in toluene/dimethylformamide in a manner analogous to that described in Example 7. When the methylation is finished, the reaction mixture is worked up in the manner described in Example 7. By chromatography of the crude product on silica gel (elution with chloroform +1% triethylamine) and crystallisation from chloroform-diethyl ether, ... Product: COC1=CC2=C3C(CN(CC3CC3=C2C=C(C(=C3)OC)OC)C)=C1OC ((±)-5,6,6a,7-tetrahydro-2,3,9,10-tetramethoxy-5-methyl-4H-dibenz(de,g)isoquinoline). Reactants: OC=1C(=CC2=C3C1CN(CC3CC3=C2C=C(C(=C3)OC)OC)C)OC ((±)-5,6,6a,7-Tetrahydro-3-hydroxy-2,9,10-trimethoxy-5-methyl-4H-dibenz(de,g)isoquinoline), [OH-].C1(=CC=CC=C1)[N+](C)(C)C (phenyltrimethylammonium hydroxide). Run in C1(=CC=CC=C1)C.CN(C=O)C (toluene dimethylformamide). As a reaction SMILES: [OH:1][C:2]1[C:3]([O:24][CH3:25])=[CH:4][C:5]2[C:14]3[CH:15]=[C:16]([O:21][CH3:22])[C:17]([O:19][CH3:20])=[CH:18][C:13]=3[CH2:12][CH:11]3[C:6]=2[C:7]=1[CH2:8][N:9]([CH3:23])[CH2:10]3.[OH-].[C:27]1([N+](C)(C)C)C=CC=CC=1>C1(C)C=CC=CC=1.CN(C)C=O>[CH3:25][O:24][C:3]1[C:2]([O:1][CH3:27])=[C:7]2[CH2:8][N:9]([CH3:23])[CH2:10][CH:11]3[CH2:12][C:13]4[CH:18]=[C:17]([O:19][CH3:20])[C:16]([O:21][CH3:22])=[CH:15][C:14]=4[C:5](=[C:6]23)[CH:4]=1 |f:1.2,3.4|.